This data is from the Open Reaction Database (ORD), a public repository of structured organic reaction records. The task is: describe an organic reaction: reactants, conditions, products, and yield Reactants: CCOC(=O)/N=N/C(=O)OCC (DEAD), C1(C=2C(C(N1)=O)=CC=CC2)=O (phthalimide), C1=CC=C(C=C1)P(C2=CC=CC=C2)C3=CC=CC=C3 (Ph3P), ClC=1C=C(C=CC1F)C(C1(CN(CC1)C(=O)OC(C)(C)C)F)O (tert-butyl 3-((3-chloro-4-fluorophenyl)(hydroxy)methyl)-3-fluoropyrrolidine-1-carboxylate). The solvent is C1CCOC1 (THF). Reaction conditions: time 16 hour. Product: ClC=1C=C(C=CC1F)C(C1(CN(CC1)C(=O)OC(C)(C)C)F)N1C(C2=CC=CC=C2C1=O)=O (tert-butyl 3-((3-chloro-4-fluorophenyl)(1,3-dioxoisoindolin-2-yl)methyl)-3-fluoropyrrolidine-1-carboxylate). Isolated yield 89.3%. As a reaction SMILES: [Cl:1][C:2]1[CH:3]=[C:4]([CH:9](O)[C:10]2([F:22])[CH2:14][CH2:13][N:12]([C:15]([O:17][C:18]([CH3:21])([CH3:20])[CH3:19])=[O:16])[CH2:11]2)[CH:5]=[CH:6][C:7]=1[F:8].[C:24]1(=[O:34])[NH:28][C:27](=[O:29])[C:26]2=[CH:30][CH:31]=[CH:32][CH:33]=[C:25]12.C1C=CC(P(C2C=CC=CC=2)C2C=CC=CC=2)=CC=1.CCOC(/N=N/C(OCC)=O)=O>C1COCC1>[Cl:1][C:2]1[CH:3]=[C:4]([CH:9]([N:28]2[C:24](=[O:34])[C:25]3[C:26](=[CH:30][CH:31]=[CH:32][CH:33]=3)[C:27]2=[O:29])[C:10]2([F:22])[CH2:14][CH2:13][N:12]([C:15]([O:17][C:18]([CH3:21])([CH3:20])[CH3:19])=[O:16])[CH2:11]2)[CH:5]=[CH:6][C:7]=1[F:8]. Procedure: To a solution of 77 (194.9 mg, 0.560 mmol) and THF (5.6 mL) cooled to 0° C. was added phthalimide (90.70 mg, 0.616 mmol) and Ph3P (191.1 mg, 0.729 mmol). The reaction mixture was then treated with DEAD (331.8 μL, 0.729 mmol) and warmed to RT and stirred for 16 h. The reaction mixture was concentrated in vacuo. The crude product was purified by SiO2 Biotage chromatography eluting with hexanes/acetone to afford 238.5 mg (89.2%) of tert-butyl 3-((3-chloro-4-fluorophenyl)(1,3-dioxoisoindolin-2-yl)me...